The task is: describe an organic reaction: reactants, conditions, products, and yield. This data is from the Open Reaction Database (ORD), a public repository of structured organic reaction records. Starting materials: Cc1cc(O)cc(C)c1Br, CC(=O)OC(C)=O, Cl, c1ccncc1. Yields the product CC(=O)Oc1cc(C)c(Br)c(C)c1. RXN SMILES: [Br:1][c:2]1[c:3]([CH3:10])[cH:4][c:5]([OH:9])[cH:6][c:7]1[CH3:8].[CH3:11][C:12](=[O:13])[O:14][C:15](=[O:16])[CH3:17].[ClH:24].[cH:18]1[cH:19][cH:20][n:21][cH:22][cH:23]1>>[Br:1][c:2]1[c:3]([CH3:10])[cH:4][c:5]([O:9][C:12]([CH3:11])=[O:13])[cH:6][c:7]1[CH3:8].